From a dataset of the Open Reaction Database (ORD), a public repository of structured organic reaction records. describe an organic reaction: reactants, conditions, products, and yield Starting materials: IC1=CN=C(O1)C(CCCCCCC1=CC(=CC=C1)OC)O (1-(5-iodooxazol-2-yl)-7-(3-methoxyphenyl)heptan-1-ol), S(=S)(=O)([O-])[O-].[Na+].[Na+] (sodium thiosulfate), CC(=O)OI1(C=2C=CC=CC2C(=O)O1)(OC(=O)C)OC(=O)C (Dess-Martin periodinane), C([O-])(O)=O.[Na+] (sodium bicarbonate). Solvent: ClCCl (dichloromethane). Conditions: time 1 hour. The product is IC1=CN=C(O1)C(CCCCCCC1=CC(=CC=C1)OC)=O (1-(5-Iodooxazol-2-yl)-7-(3-methoxyphenyl)heptan-1-one). RXN SMILES: [I:1][C:2]1[O:6][C:5]([CH:7]([OH:22])[CH2:8][CH2:9][CH2:10][CH2:11][CH2:12][CH2:13][C:14]2[CH:19]=[CH:18][CH:17]=[C:16]([O:20][CH3:21])[CH:15]=2)=[N:4][CH:3]=1.CC(OI1(OC(C)=O)(OC(C)=O)OC(=O)C2C=CC=CC1=2)=O.C(=O)(O)[O-].[Na+].S([O-])([O-])(=O)=S.[Na+].[Na+]>ClCCl>[I:1][C:2]1[O:6][C:5]([C:7](=[O:22])[CH2:8][CH2:9][CH2:10][CH2:11][CH2:12][CH2:13][C:14]2[CH:19]=[CH:18][CH:17]=[C:16]([O:20][CH3:21])[CH:15]=2)=[N:4][CH:3]=1 |f:2.3,4.5.6|. Procedure details: Anhydrous dichloromethane (2 mL) was used to solubilize 1-(5-iodooxazol-2-yl)-7-(3-methoxyphenyl)heptan-1-ol (0.050 g, 0.120 mmol) under an atmosphere of argon with stirring. Dess-Martin periodinane (0.076 g, 0.181 mmol) was added and the reaction was allowed to proceed over 1 hour at ambient temperature. The reaction was then worked up with saturated sodium bicarbonate. Saturated sodium thiosulfate was added and the organic phase was separated. The organic phase was washed with brine and dried ... Conditions: temperature 70 celsius. Product: CC1N(CCOC=2C1=C1C=CNC1=CC2)C(=O)OC(C)(C)C (tert-Butyl 1-methyl-1,3,4,8-tetrahydro-2H-[1,4]oxazepino[6,7-e]indole-2-carboxylate). The reactants are CC1N(CCOC=2C1=C1C=CN(C1=CC2)S(=O)(=O)C2=CC=CC=C2)C(=O)OC(C)(C)C (tert-butyl 1-methyl-8-(phenylsulfonyl)-1,3,4,8-tetrahydro-2H-[1,4]oxazepino[6,7-e]indole-2-carboxylate), CC1N(CCOC=2C1=C1C=CN(C1=CC2)S(=O)(=O)C2=CC=CC=C2)C(=O)OC(C)(C)C (tert-butyl 1-methyl-8-(phenylsulfonyl)-1,3,4,8-tetrahydro-2H-[1,4]oxazepino[6,7-e]indole-2-carboxylate), [OH-].[Na+] (NaOH). Yield: 95.3%. Procedure details: To tert-butyl 1-methyl-8-(phenylsulfonyl)-1,3,4,8-tetrahydro-2H-[1,4]oxazepino[6,7-e]indole-2-carboxylate (Intermediate 41, 1.5 g, 3.4 mmol) dissolved in EtOH (50 mL), 2 M NaOH (10 mL, 20 mmol) was added and the reaction mixture was heated at 70° C. for 2 hours. The EtOH was removed under reduced pressure and the water phase was extracted with DCM (2×100 mL). The organic layer was collected, dried (MgSO4) and evaporated to afford the title compound (0.98 g) as a yellow solid. MS m/z 303 [M+H]+. Run in CCO (EtOH). As a reaction SMILES: [CH3:1][CH:2]1[C:8]2=[C:9]3[C:13](=[CH:14][CH:15]=[C:7]2[O:6][CH2:5][CH2:4][N:3]1[C:25]([O:27][C:28]([CH3:31])([CH3:30])[CH3:29])=[O:26])[N:12](S(C1C=CC=CC=1)(=O)=O)[CH:11]=[CH:10]3.[OH-].[Na+]>CCO>[CH3:1][CH:2]1[C:8]2=[C:9]3[C:13](=[CH:14][CH:15]=[C:7]2[O:6][CH2:5][CH2:4][N:3]1[C:25]([O:27][C:28]([CH3:29])([CH3:31])[CH3:30])=[O:26])[NH:12][CH:11]=[CH:10]3 |f:1.2|. Reactants: [Mg] (magnesium), S(=O)(=O)(Cl)Cl (sulfuryl chloride), CN1CCC(CC1)[Mg]Cl ((1-methylpiperidin-4-yl)magnesium chloride), ClC1CCN(CC1)C (4-chloro-1-methylpiperidine), BrCCBr (1,2-dibromoethane), C(=O)([O-])[O-].[K+].[K+] (K2CO3), 1h. Run in C1CCOC1 (THF), C1CCOC1 (THF), C1CCOC1 (THF), C1CCOC1 (THF). Conditions: temperature -78 celsius, time 10 minute. Product: CN1CCC(CC1)S(=O)(=O)N (1-methylpiperidine-4-sulfonamide). Reaction SMILES: [Mg].BrCCBr.Cl[CH:7]1[CH2:12][CH2:11][N:10]([CH3:13])[CH2:9][CH2:8]1.C[N:15]1CCC([Mg]Cl)CC1.[S:23](Cl)(Cl)(=[O:25])=[O:24].C([O-])([O-])=O.[K+].[K+]>C1COCC1>[CH3:13][N:10]1[CH2:11][CH2:12][CH:7]([S:23]([NH2:15])(=[O:25])=[O:24])[CH2:8][CH2:9]1 |f:5.6.7|. Procedure details: To a suspension of magnesium (0.426 g, 17.51 mmol) in THF (50 mL) was added 1,2-dibromoethane (0.058 mL, 0.674 mmol) and stirred for 10 min and then 4-chloro-1-methylpiperidine (1.8 g, 13.47 mmol) in THF (4 mL) was added and the mixture was refluxed under nitrogen overnight. Cooled solution of the (1-methylpiperidin-4-yl)magnesium chloride was canulated into a cold (−78° C.) solution of sulfuryl chloride (1.3 mL, 16 mmol) in THF (10 mL). The mixture was stirred at 0° C. for 1.5 h and cooled to −... Product: NC1=C(CNC(C)C)C=CC=C1 (2-amino-N-(1-methylethyl)-benzylamine). Reported procedure: To a 500 ml 3-necked round bottom flask equipped with overhead mechanical stirrer, thermometer and nitrogen bubbler was charged 2-nitrobenzaldehyde (200 g, 1.32 mol) in methanol (1300 ml), to which was added isopropylamine (78.0 g, 113 ml, 1.32 mol) in one portion with stirring under nitrogen. The reaction mixture was then stirred for 100 minutes (followed reaction by GC), then added to a 4 litre stainless steel Parr hydrogenator, containing a suspension of 5% palladium on charcoal (13.24 g, 6% ... The reagents and catalysts are [Pd] (palladium on charcoal). As a reaction SMILES: [N+:1]([C:4]1[CH:11]=[CH:10][CH:9]=[CH:8][C:5]=1[CH:6]=O)([O-])=O.[CH:12]([NH2:15])([CH3:14])[CH3:13]>CO.[Pd]>[NH2:1][C:4]1[CH:11]=[CH:10][CH:9]=[CH:8][C:5]=1[CH2:6][NH:15][CH:12]([CH3:14])[CH3:13]. Run in CO (methanol), CO (methanol). Starting materials: C(C)(C)N (isopropylamine), [N+](=O)([O-])C1=C(C=O)C=CC=C1 (2-nitrobenzaldehyde), stainless steel. Conditions: time 3 hour. The reactants are COC(=O)CCCC(CCCNS(=O)(=O)c1ccc(Cl)cc1)CCc1cccnc1, [Na+], C1COCCO1, [OH-]. The product is O=C(O)CCCC(CCCNS(=O)(=O)c1ccc(Cl)cc1)CCc1cccnc1. RXN SMILES: [Cl:1][c:2]1[cH:3][cH:4][c:5]([S:8](=[O:9])(=[O:10])[NH:11][CH2:12][CH2:13][CH2:14][CH:15]([CH2:16][CH2:17][CH2:18][C:19](=[O:20])[O:21][CH3:22])[CH2:23][CH2:24][c:25]2[cH:26][n:27][cH:28][cH:29][cH:30]2)[cH:6][cH:7]1.[Na+:32].[O:33]1[CH2:34][CH2:35][O:36][CH2:37][CH2:38]1.[OH-:31]>>[Cl:1][c:2]1[cH:3][cH:4][c:5]([S:8](=[O:9])(=[O:10])[NH:11][CH2:12][CH2:13][CH2:14][CH:15]([CH2:16][CH2:17][CH2:18][C:19](=[O:20])[OH:21])[CH2:23][CH2:24][c:25]2[cH:26][n:27][cH:28][cH:29][cH:30]2)[cH:6][cH:7]1. Reactants: S(=O)(=O)(OC[C@H]1CO1)C1=CC=C(C)C=C1 ((R)-glycidyl tosylate), O (water), C([O-])([O-])=O.[K+].[K+] (Potassium carbonate), ClC=1C2=C(SC1C(=O)OCC)C=CC(=C2C=O)O (ethyl 3-chloro-4-formyl-5-hydroxybenzo[b]thiophene-2-carboxylate). Run in CN(C=O)C (dimethyl formamide), CN(C=O)C (dimethylformamide). Conditions: temperature 60 celsius, time 3 hour. Product: ClC=1C2=C(SC1C(=O)OCC)C=CC(=C2C=O)OC[C@H]2CO2 (ethyl (R)-3-chloro-5-(2,3-epoxypropoxy)-4-formylbenzo[b]thiophene-2-carboxylate). Isolated yield 87.8%. Reaction SMILES: C(=O)([O-])[O-].[K+].[K+].[Cl:7][C:8]1[C:9]2[C:21]([CH:22]=[O:23])=[C:20]([OH:24])[CH:19]=[CH:18][C:10]=2[S:11][C:12]=1[C:13]([O:15][CH2:16][CH3:17])=[O:14].S(C1C=CC(C)=CC=1)(O[CH2:29][C@@H:30]1[O:32][CH2:31]1)(=O)=O.O>CN(C)C=O>[Cl:7][C:8]1[C:9]2[C:21]([CH:22]=[O:23])=[C:20]([O:24][CH2:29][C@@H:30]3[O:32][CH2:31]3)[CH:19]=[CH:18][C:10]=2[S:11][C:12]=1[C:13]([O:15][CH2:16][CH3:17])=[O:14] |f:0.1.2|. Procedure: Potassium carbonate (2.62 g) was added to a stirred solution of ethyl 3-chloro-4-formyl-5-hydroxybenzo[b]thiophene-2-carboxylate (4.90 g, prepared as described above) in dry dimethylformamide (50 ml) and then a solution of (R)-glycidyl tosylate (4.12 g) in dry dimethyl formamide (50 ml) was added slowly. The mixture was then stirred at 60° C. for 3 hours, cooled and poured into water (1200 ml). The resulting pale-green solid was collected by filtration, washed with water (200 ml) and dried to gi...